describe an organic reaction: reactants, conditions, products, and yield From a dataset of the Open Reaction Database (ORD), a public repository of structured organic reaction records. Reactants: C(CCC)OCCOC1=CC=C(C=C1)C=1C=CC2=C(C=C(CCN2CC=2SC=CN2)C(=O)OC)C1 (methyl 7-(4-butoxyethoxyphenyl)-1-(thiazol-2-ylmethyl)-2,3-dihydro-1-benzazepine-4-carboxylate), Cl (hydrochloric acid), [OH-].[Na+] (sodium hydroxide), O (water). Solvent: O1CCCC1 (tetrahydrofuran), CO (methanol). Conditions: time 8 hour. Yields the product C(CCC)OCCOC1=CC=C(C=C1)C=1C=CC2=C(C=C(CCN2CC=2SC=CN2)C(=O)O)C1 (7-(4-butoxyethoxyphenyl)-1-(thiazol-2-ylmethyl)-2,3-dihydro-1-benzazepine-4-carboxylic acid). The yield is 74.3%. RXN SMILES: [CH2:1]([O:5][CH2:6][CH2:7][O:8][C:9]1[CH:14]=[CH:13][C:12]([C:15]2[CH:16]=[CH:17][C:18]3[N:24]([CH2:25][C:26]4[S:27][CH:28]=[CH:29][N:30]=4)[CH2:23][CH2:22][C:21]([C:31]([O:33]C)=[O:32])=[CH:20][C:19]=3[CH:35]=2)=[CH:11][CH:10]=1)[CH2:2][CH2:3][CH3:4].[OH-].[Na+].O.Cl>O1CCCC1.CO>[CH2:1]([O:5][CH2:6][CH2:7][O:8][C:9]1[CH:14]=[CH:13][C:12]([C:15]2[CH:16]=[CH:17][C:18]3[N:24]([CH2:25][C:26]4[S:27][CH:28]=[CH:29][N:30]=4)[CH2:23][CH2:22][C:21]([C:31]([OH:33])=[O:32])=[CH:20][C:19]=3[CH:35]=2)=[CH:11][CH:10]=1)[CH2:2][CH2:3][CH3:4] |f:1.2|. Procedure: To a solution of methyl 7-(4-butoxyethoxyphenyl)-1-(thiazol-2-ylmethyl)-2,3-dihydro-1-benzazepine-4-carboxylate (212 mg) in a mixture of tetrahydrofuran (18 ml) and methanol (18 ml) was added 1N sodium hydroxide solution (6 ml), and the mixture was stirred at room temperature overnight. Then, to the mixture was added water at 0° C., and 1N hydrochloric acid was further added to neutral, and the mixture was extracted with ethyl acetate. The organic layer was washed with water and saturated brine ... The reactants are CC(C)(C)OC(=O)OC(=O)OC(=O)[O-], c1ccc(CN2CC3CCCNC3C2)cc1, CO. Product: CC(C)(C)OC(=O)N1CCCC2CN(Cc3ccccc3)CC21. RXN SMILES: [C:17]([O:18][C:21]([O-:27])=[O:28])([O:19][C:20]([O:22][C:23]([CH3:24])([CH3:25])[CH3:26])=[O:29])=[O:30].[CH2:1]([c:2]1[cH:3][cH:4][cH:5][cH:6][cH:7]1)[N:8]1[CH2:9][CH:10]2[CH2:11][CH2:12][CH2:13][NH:14][CH:15]2[CH2:16]1.[CH3:31][OH:32]>>[CH2:1]([c:2]1[cH:3][cH:4][cH:5][cH:6][cH:7]1)[N:8]1[CH2:9][CH:10]2[CH2:11][CH2:12][CH2:13][N:14]([C:20](=[O:19])[O:22][C:23]([CH3:24])([CH3:25])[CH3:26])[CH:15]2[CH2:16]1. Starting materials: compound B, C(C)OC(CN1C(=C(C(=C1I)I)I)I)=O (2,3,4,5-tetraiodopyrrol-1-acetic acid ethyl ester), O (H2O), [OH-].[Na+] (NaOH), final solution. Run in O1CCOCC1 (dioxane). Product: IC=1N(C(=C(C1I)I)I)CC(=O)O (2,3,4,5-tetraiodopyrrol-1-acetic acid). The yield is 96.8%. RXN SMILES: C([O:3][C:4](=[O:15])[CH2:5][N:6]1[C:10]([I:11])=[C:9]([I:12])[C:8]([I:13])=[C:7]1[I:14])C.O.[OH-].[Na+]>O1CCOCC1>[I:14][C:7]1[N:6]([CH2:5][C:4]([OH:15])=[O:3])[C:10]([I:11])=[C:9]([I:12])[C:8]=1[I:13] |f:2.3|. Procedure details: TO a solution of 23.2 g of compound B), 2,3,4,5-tetraiodopyrrol-1-acetic acid ethyl ester (35.32 mmol) , in 840 mL of a dioxane (750 mL) / H2O (90 mL) mixture, 36 mL of 1M NaOH (36 mmol) are quickly added (10 min) and the final solution is kept at room temperature for 4 h. The reaction mixture is treated with carbon Carbopuron 4N, filtered, then acidified with 37% HC1 (w/w) and diluted in 500 1 of H2O, to give a solid which is filtered and purified by chromatography (silica gel (product E. Merck... Reactants: [Br-], CCCCCCCCCCCCCCCCCCOC1CC(COc2ccc3c(c2)C(=O)c2ccccc2-3)CC(OCCCCCCCCCCCCCCCCCC)C1OCCCCCCCCCCCCCCCCCC, C1CCOC1, [Mg+]c1ccc(Cl)cc1. Product: CCCCCCCCCCCCCCCCCCOC1CC(COc2ccc3c(c2)C(O)(c2ccc(Cl)cc2)c2ccccc2-3)CC(OCCCCCCCCCCCCCCCCCC)C1OCCCCCCCCCCCCCCCCCC. Reaction SMILES: [Br-:80].[CH2:1]([CH2:2][CH2:3][CH2:4][CH2:5][CH2:6][CH2:7][CH2:8][CH2:9][CH2:10][CH2:11][CH2:12][CH2:13][CH2:14][CH2:15][CH2:16][CH2:17][CH3:18])[O:19][CH:20]1[CH2:21][CH:22]([CH2:64][O:65][c:66]2[cH:67][c:68]3[c:76]([cH:77][cH:78]2)-[c:75]2[c:70]([cH:71][cH:72][cH:73][cH:74]2)[C:69]3=[O:79])[CH2:23][CH:24]([O:45][CH2:46][CH2:47][CH2:48][CH2:49][CH2:50][CH2:51][CH2:52][CH2:53][CH2:54][CH2:55][CH2:56][CH2:57][CH2:58][CH2:59][CH2:60][CH2:61][CH2:62][CH3:63])[CH:25]1[O:26][CH2:27][CH2:28][CH2:29][CH2:30][CH2:31][CH2:32][CH2:33][CH2:34][CH2:35][CH2:36][CH2:37][CH2:38][CH2:39][CH2:40][CH2:41][CH2:42][CH2:43][CH3:44].[CH2:89]1[O:90][CH2:91][CH2:92][CH2:93]1.[Cl:81][c:82]1[cH:83][cH:84][c:85]([Mg+:88])[cH:86][cH:87]1>>[CH2:1]([CH2:2][CH2:3][CH2:4][CH2:5][CH2:6][CH2:7][CH2:8][CH2:9][CH2:10][CH2:11][CH2:12][CH2:13][CH2:14][CH2:15][CH2:16][CH2:17][CH3:18])[O:19][CH:20]1[CH2:21][CH:22]([CH2:64][O:65][c:66]2[cH:67][c:68]3[c:76]([cH:77][cH:78]2)-[c:75]2[c:70]([cH:71][cH:72][cH:73][cH:74]2)[C:69]3([OH:79])[c:85]2[cH:84][cH:83][c:82]([Cl:81])[cH:87][cH:86]2)[CH2:23][CH:24]([O:45][CH2:46][CH2:47][CH2:48][CH2:49][CH2:50][CH2:51][CH2:52][CH2:53][CH2:54][CH2:55][CH2:56][CH2:57][CH2:58][CH2:59][CH2:60][CH2:61][CH2:62][CH3:63])[CH:25]1[O:26][CH2:27][CH2:28][CH2:29][CH2:30][CH2:31][CH2:32][CH2:33][CH2:34][CH2:35][CH2:36][CH2:37][CH2:38][CH2:39][CH2:40][CH2:41][CH2:42][CH2:43][CH3:44]. Reactants: CCOC(=O)CCCNCc1ccc(OC)cc1, CCN(C(C)C)C(C)C, CCOC(=O)c1c(Cl)nc(SC)nc1Cl, CN(C)C=O. The product is CCOC(=O)CCCN(Cc1ccc(OC)cc1)c1nc(SC)nc(Cl)c1C(=O)OCC. RXN SMILES: [CH3:16][O:17][c:18]1[cH:19][cH:20][c:21]([CH2:22][NH:23][CH2:24][CH2:25][CH2:26][C:27](=[O:28])[O:29][CH2:30][CH3:31])[cH:32][cH:33]1.[CH:34]([N:35]([CH2:36][CH3:37])[CH:38]([CH3:39])[CH3:40])([CH3:41])[CH3:42].[Cl:1][c:2]1[n:3][c:4]([S:14][CH3:15])[n:5][c:6]([Cl:13])[c:7]1[C:8](=[O:9])[O:10][CH2:11][CH3:12].[O:43]=[CH:44][N:45]([CH3:46])[CH3:47]>>[c:2]1([N:23]([CH2:22][c:21]2[cH:20][cH:19][c:18]([O:17][CH3:16])[cH:33][cH:32]2)[CH2:24][CH2:25][CH2:26][C:27](=[O:28])[O:29][CH2:30][CH3:31])[n:3][c:4]([S:14][CH3:15])[n:5][c:6]([Cl:13])[c:7]1[C:8](=[O:9])[O:10][CH2:11][CH3:12]. The reactants are C1(=CC=CC=C1)CCCCOCC(CN=[N+]=[N-])O (3-(4-phenylbutoxy)-2-hydroxypropylazide), [H-].[Al+3].[Li+].[H-].[H-].[H-] (lithium aluminum hydride). Solvent: O1CCCC1 (tetrahydrofuran). The product is C1(=CC=CC=C1)CCCCOCC(CN)O (3-(4-Phenylbutoxy)-2-hydroxypropylamine). Yield: 96.1%. RXN SMILES: [C:1]1([CH2:7][CH2:8][CH2:9][CH2:10][O:11][CH2:12][CH:13]([OH:18])[CH2:14][N:15]=[N+]=[N-])[CH:6]=[CH:5][CH:4]=[CH:3][CH:2]=1.[H-].[Al+3].[Li+].[H-].[H-].[H-]>O1CCCC1>[C:1]1([CH2:7][CH2:8][CH2:9][CH2:10][O:11][CH2:12][CH:13]([OH:18])[CH2:14][NH2:15])[CH:6]=[CH:5][CH:4]=[CH:3][CH:2]=1 |f:1.2.3.4.5.6|. Reported procedure: A procedure similar to that described in Preparation 13 was repeated, except that 4.30 g of 3-(4-phenylbutoxy)-2-hydroxypropylazide (prepared as described in Preparation 59), 1.31 g of lithium aluminum hydride and 120 ml of anhydrous tetrahydrofuran were used, to give 3.70 g of the title compound as a colorless oil having an Rf value of 0.08 (on silica gel thin layer chromatography, using a 10:1 by volume mixture of ethyl acetate and methanol as the developing solvent).